From a dataset of the Open Reaction Database (ORD), a public repository of structured organic reaction records. describe an organic reaction: reactants, conditions, products, and yield Starting materials: Cl, CCN1CCCC(N)C1, Nc1ccc(C(=O)Cl)cc1. Yields the product CCN1CCCC(NC(=O)c2ccc(N)cc2)C1. As a reaction SMILES: [ClH:1].[NH2:12][CH:13]1[CH2:14][N:15]([CH2:19][CH3:20])[CH2:16][CH2:17][CH2:18]1.[NH2:2][c:3]1[cH:4][cH:5][c:6]([C:7](=[O:8])[Cl:9])[cH:10][cH:11]1>>[NH2:2][c:3]1[cH:4][cH:5][c:6]([C:7](=[O:8])[NH:12][CH:13]2[CH2:14][N:15]([CH2:19][CH3:20])[CH2:16][CH2:17][CH2:18]2)[cH:10][cH:11]1. The reactants are COC(=O)C=1C(=C2C=C(C(N(C2=CN1)CC1=CC=CC=C1)=O)C1=CC=C(C=C1)N1CCOCC1)O (1-benzyl-5-hydroxy-3-(4-morpholin-4-yl-phenyl)-2-oxo-1,2-dihydro-[1,7]naphthyridine-6-carboxylic acid methyl ester), NCCC(=O)O (β-alanine), C[O-].[Na+] (NaOMe). Product: C(C1=CC=CC=C1)N1C(=C(C2=CC(C(NC2=C1)=O)C1=CC=C(C=C1)N1CCOCC1)O)C(=O)NCCC(=O)O (3-{[7-Benzyl-5-hydroxy-3-(4-morpholin-4-yl-phenyl)-2-oxo-1,2-dihydro-[1,7]naphthyridine-6-carbonyl]-amino}propionic acid). Yield: 129.7%. Reaction SMILES: CO[C:3]([C:5]1[C:6]([OH:35])=[C:7]2[C:12](=[CH:13][N:14]=1)[N:11](CC1C=CC=CC=1)[C:10](=[O:22])[C:9]([C:23]1[CH:28]=[CH:27][C:26]([N:29]3[CH2:34][CH2:33][O:32][CH2:31][CH2:30]3)=[CH:25][CH:24]=1)=[CH:8]2)=[O:4].[NH2:36][CH2:37][CH2:38][C:39]([OH:41])=[O:40].C[O-].[Na+]>>[CH2:9]([N:14]1[CH:13]=[C:12]2[C:7](=[CH:8][CH:9]([C:23]3[CH:24]=[CH:25][C:26]([N:29]4[CH2:30][CH2:31][O:32][CH2:33][CH2:34]4)=[CH:27][CH:28]=3)[C:10](=[O:22])[NH:11]2)[C:6]([OH:35])=[C:5]1[C:3]([NH:36][CH2:37][CH2:38][C:39]([OH:41])=[O:40])=[O:4])[C:23]1[CH:28]=[CH:27][CH:26]=[CH:25][CH:24]=1 |f:2.3|. Procedure details: A mixture of 1-benzyl-5-hydroxy-3-(4-morpholin-4-yl-phenyl)-2-oxo-1,2-dihydro-[1,7]naphthyridine-6-carboxylic acid methyl ester (44 mg, 0.093 mmol), β-alanine (666 mg, 7.5 mmol) and NaOMe solution (11 mL, 5.6 mmol, 0.5 M in MeOH) was refluxed for 16 h. After the mixture was cooled to r.t., the solvent was evaporated in vacuo. The residue was partitioned between EtOAc and water. 1 M HCl was added with vigorous stirring until pH was about 3-4. The organic layer was washed with brine, dried over Mg...